Dataset: the Open Reaction Database (ORD), a public repository of structured organic reaction records. Task: describe an organic reaction: reactants, conditions, products, and yield Reactants: C(C)(=O)OCCCCBr (4-bromobutyl acetate), CC1(C=2C=CC(=CC2C(CC1)(C)C)C1=CC=CC(=N1)N1CCNCC1)C (1-[6-(5,5,8,8-tetramethyl-5,6,7,8-tetrahydronaphthalen-2-yl)pyridin-2-yl]piperazine), C(C)(=O)OCCCCBr (4-bromobutyl acetate), C([O-])([O-])=O.[K+].[K+] (potassium carbonate). Yields the product CC1(C=2C=CC(=CC2C(CC1)(C)C)C1=CC=CC(=N1)N1CCN(CC1)CCCCOC(C)=O)C (Acetic acid 4-{4-[6-(5,5,8,8-tetramethyl-5,6,7,8-tetrahydronaphthalen-2-yl)-pyridin-2-yl]piperazin-1-yl}butyl ester). Procedure details: 100 mg (0.29 mmol) of 1-[6-(5,5,8,8-tetramethyl-5,6,7,8-tetrahydronaphthalen-2-yl)pyridin-2-yl]piperazine are dissolved in 2 ml of DMF, and 47 mg (0.29 mmol) of potassium carbonate are added. 42 μl (0.29 mmol) of 4-bromobutyl acetate are subsequently added, and the mixture is stirred at 50° C. for 24 h. A further 11 μl (0.07 mmol) of 4-bromobutyl acetate are subsequently added, and the mixture is stirred at 50° C. for a further 48 h. The reaction mixture is evaporated, water is added to the resi... The solvent is CN(C)C=O (DMF). Reaction SMILES: [CH3:1][C:2]1([CH3:26])[CH2:11][CH2:10][C:9]([CH3:13])([CH3:12])[C:8]2[CH:7]=[C:6]([C:14]3[N:19]=[C:18]([N:20]4[CH2:25][CH2:24][NH:23][CH2:22][CH2:21]4)[CH:17]=[CH:16][CH:15]=3)[CH:5]=[CH:4][C:3]1=2.C(=O)([O-])[O-].[K+].[K+].[C:33]([O:36][CH2:37][CH2:38][CH2:39][CH2:40]Br)(=[O:35])[CH3:34]>CN(C=O)C>[CH3:1][C:2]1([CH3:26])[CH2:11][CH2:10][C:9]([CH3:12])([CH3:13])[C:8]2[CH:7]=[C:6]([C:14]3[N:19]=[C:18]([N:20]4[CH2:21][CH2:22][N:23]([CH2:40][CH2:39][CH2:38][CH2:37][O:36][C:33](=[O:35])[CH3:34])[CH2:24][CH2:25]4)[CH:17]=[CH:16][CH:15]=3)[CH:5]=[CH:4][C:3]1=2 |f:1.2.3|. Conditions: temperature 50 celsius, time 24 hour.